From a dataset of the Open Reaction Database (ORD), a public repository of structured organic reaction records. describe an organic reaction: reactants, conditions, products, and yield Starting materials: CO, O=C(c1csc(-c2ccccc2)n1)N1CCOC2(CCN(Cc3cc(F)cc(CCO)c3)CC2)C1, N. Product: OCCc1cc(F)cc(CN2CCC3(CC2)CNCCO3)c1. RXN SMILES: [CH3:37][OH:38].[F:2][c:3]1[cH:4][c:5]([CH2:6][N:7]2[CH2:8][CH2:9][C:10]3([CH2:11][N:12]([C:16]([c:17]4[n:18][c:19](-[c:20]5[cH:21][cH:22][cH:23][cH:24][cH:25]5)[s:26][cH:27]4)=[O:28])[CH2:13][CH2:14][O:15]3)[CH2:29][CH2:30]2)[cH:31][c:32]([CH2:34][CH2:35][OH:36])[cH:33]1.[NH3:1]>>[F:2][c:3]1[cH:4][c:5]([CH2:6][N:7]2[CH2:8][CH2:9][C:10]3([CH2:11][NH:12][CH2:13][CH2:14][O:15]3)[CH2:29][CH2:30]2)[cH:31][c:32]([CH2:34][CH2:35][OH:36])[cH:33]1. The reactants are OC1=C(C(=O)O)C=C(C=C1)O (2,5-dihydroxybenzoic acid), C([O-])([O-])=O.[Cs+].[Cs+] (cesium carbonate), CC(=O)C (acetone). Run in O (water). Yields the product OC1=C(C(=O)[O-])C=C(C=C1)O.[Cs+] (cesium 2,5-dihydroxybenzoate). The yield is 200.0%. Reaction SMILES: [OH:1][C:2]1[CH:10]=[CH:9][C:8]([OH:11])=[CH:7][C:3]=1[C:4]([OH:6])=[O:5].C(=O)([O-])[O-].[Cs+:16].[Cs+].CC(C)=O>O>[OH:1][C:2]1[CH:10]=[CH:9][C:8]([OH:11])=[CH:7][C:3]=1[C:4]([O-:6])=[O:5].[Cs+:16] |f:1.2.3,6.7|. Reported procedure: 1 mol of 2,5-dihydroxybenzoic acid and 0.5 mol of cesium carbonate were added to 200 ml of acetone and 200 ml of water and dissolved therein by stirring. After completely dissolving, the resultant solution was concentrated to dryness to give 1 mol of cesium 2,5-dihydroxybenzoate. 85.8 g (0.3 mol) of cesium 2,5-dihydroxybenzoate, 57.9 g (0.3 mol) of bromooctane and 300 ml of DMF were introduced into a reactor and reacted under a nitrogen gas stream at 100° C. for 3 hours. The reaction solution wa... Starting materials: [BH4-], C1CCOC1, C[Si](C)(C)[N-][Si](C)(C)C, CCOC=O, COC(=O)C1CCC(c2ccc(OCc3ccccc3F)c(OC)c2)N1C(=O)OC(C)(C)C, [Li+], [Na+]. The product is COC(=O)C1(CO)CCC(c2ccc(OCc3ccccc3F)c(OC)c2)N1C(=O)OC(C)(C)C. Reaction SMILES: [BH4-:49].[CH2:51]1[O:52][CH2:53][CH2:54][CH2:55]1.[CH3:35][Si:36]([N-:37][Si:38]([CH3:39])([CH3:40])[CH3:41])([CH3:42])[CH3:43].[CH:44](=[O:45])[O:46][CH2:47][CH3:48].[F:1][c:2]1[c:3]([CH2:8][O:9][c:10]2[c:11]([O:32][CH3:33])[cH:12][c:13]([CH:16]3[CH2:17][CH2:18][CH:19]([C:28](=[O:29])[O:30][CH3:31])[N:20]3[C:21](=[O:22])[O:23][C:24]([CH3:25])([CH3:26])[CH3:27])[cH:14][cH:15]2)[cH:4][cH:5][cH:6][cH:7]1.[Li+:34].[Na+:50]>>[F:1][c:2]1[c:3]([CH2:8][O:9][c:10]2[c:11]([O:32][CH3:33])[cH:12][c:13]([CH:16]3[CH2:17][CH2:18][C:19]([C:28](=[O:29])[O:30][CH3:31])([CH2:44][OH:45])[N:20]3[C:21](=[O:22])[O:23][C:24]([CH3:25])([CH3:26])[CH3:27])[cH:14][cH:15]2)[cH:4][cH:5][cH:6][cH:7]1. Yields the product CCOC(=O)Cn1c2c(c3cc(OC)c(OC)cc31)CC(OC(=O)c1ccccc1)CC2. RXN SMILES: [Br:29][CH2:30][C:31](=[O:32])[O:33][CH2:34][CH3:35].[C:1]([c:2]1[cH:3][cH:4][cH:5][cH:6][cH:7]1)(=[O:8])[O:9][CH:10]1[CH2:11][CH2:12][c:13]2[nH:14][c:15]3[cH:16][c:17]([O:25][CH3:26])[c:18]([O:23][CH3:24])[cH:19][c:20]3[c:21]2[CH2:22]1.[CH3:36][N:37]([CH3:38])[CH:39]=[O:40].[H-:27].[Na+:28]>>[C:1]([c:2]1[cH:3][cH:4][cH:5][cH:6][cH:7]1)(=[O:8])[O:9][CH:10]1[CH2:11][CH2:12][c:13]2[n:14]([CH2:30][C:31](=[O:32])[O:33][CH2:34][CH3:35])[c:15]3[cH:16][c:17]([O:25][CH3:26])[c:18]([O:23][CH3:24])[cH:19][c:20]3[c:21]2[CH2:22]1. Starting materials: CCOC(=O)CBr, COc1cc2[nH]c3c(c2cc1OC)CC(OC(=O)c1ccccc1)CC3, CN(C)C=O, [H-], [Na+]. Procedure details: The above crude reaction mixture was heated to 35° C. and treated with about 600 ml of 6N sodium hydroxide followed by 1N sodium hydroxide to adjust to pH of 7.5 (final volume was about 5.3 l). To this mixture was added 0.6 g of porcine kidney acylase I. After stirring overnight at 350C the pH was 7.25. The pH was adjusted to 7.5 and an additional 300 mg of acylase was added. After stirring overnight, the reaction appeared to be about 90% complete. The reaction mixture was next treated with 20 g... Yields the product C1(C=2C(C(N1[C@H](C(=O)O)CCCCO)=O)=CC=CC2)=O ((S)-2-Phthalimido-6-hydroxyhexanoic acid). Reaction conditions: temperature 35 celsius, time 8 hour. The reactants are 350C, C (charcoal), C(=O)(OCC)N1C(C=2C(C1=O)=CC=CC2)=O (N-Carbethoxy-phthalimide), C([O-])([O-])=O.[Na+].[Na+] (sodium carbonate). Solvent: [OH-].[Na+] (sodium hydroxide), [OH-].[Na+] (sodium hydroxide). RXN SMILES: [CH4:1].[C:2]([N:7]1[C:11](=[O:12])[C:10]2=[CH:13][CH:14]=[CH:15][CH:16]=[C:9]2[C:8]1=[O:17])(OCC)=O.[C:18](=[O:21])([O-])[O-:19].[Na+].[Na+]>[OH-].[Na+]>[C:8]1(=[O:17])[N:7]([C@@H:2]([CH2:1][CH2:9][CH2:10][CH2:11][OH:12])[C:18]([OH:19])=[O:21])[C:11](=[O:12])[C:10]2=[CH:13][CH:14]=[CH:15][CH:16]=[C:9]12 |f:2.3.4,5.6|. Starting materials: CC(C)(C)OC(=O)CC(CCCC1CCCCC1)c1nc(C(=O)NCc2ccccc2)no1, ClCCl, O=C(O)C(F)(F)F. The product is O=C(O)CC(CCCC1CCCCC1)c1nc(C(=O)NCc2ccccc2)no1. As a reaction SMILES: [CH2:1]([c:2]1[cH:3][cH:4][cH:5][cH:6][cH:7]1)[NH:8][C:9](=[O:10])[c:11]1[n:12][o:13][c:14]([CH:16]([CH2:17][C:18](=[O:19])[O:20][C:21]([CH3:22])([CH3:23])[CH3:24])[CH2:25][CH2:26][CH2:27][CH:28]2[CH2:29][CH2:30][CH2:31][CH2:32][CH2:33]2)[n:15]1.[Cl:41][CH2:42][Cl:43].[OH:34][C:35]([C:36]([F:37])([F:38])[F:39])=[O:40]>>[CH2:1]([c:2]1[cH:3][cH:4][cH:5][cH:6][cH:7]1)[NH:8][C:9](=[O:10])[c:11]1[n:12][o:13][c:14]([CH:16]([CH2:17][C:18](=[O:19])[OH:20])[CH2:25][CH2:26][CH2:27][CH:28]2[CH2:29][CH2:30][CH2:31][CH2:32][CH2:33]2)[n:15]1. The reactants are Cc1ccccc1, C=CC(C)(Cl)C(=O)OCC, [PH4+], c1ccc(P(c2ccccc2)c2ccccc2)cc1. The product is CCOC(=O)C(C)=CC[P+](c1ccccc1)(c1ccccc1)c1ccccc1, [Cl-]. As a reaction SMILES: [CH3:31][c:32]1[cH:33][cH:34][cH:35][cH:36][cH:37]1.[Cl:1][C:2]([C:3](=[O:4])[O:5][CH2:6][CH3:7])([CH:8]=[CH2:9])[CH3:10].[PH4+:30].[c:11]1([P:17]([c:18]2[cH:19][cH:20][cH:21][cH:22][cH:23]2)[c:24]2[cH:25][cH:26][cH:27][cH:28][cH:29]2)[cH:12][cH:13][cH:14][cH:15][cH:16]1>>[C:2]([C:3](=[O:4])[O:5][CH2:6][CH3:7])(=[CH:8][CH2:9][P+:17]([c:11]1[cH:12][cH:13][cH:14][cH:15][cH:16]1)([c:18]1[cH:19][cH:20][cH:21][cH:22][cH:23]1)[c:24]1[cH:25][cH:26][cH:27][cH:28][cH:29]1)[CH3:10].[Cl-:1]. The reactants are ClCCl, CC(C)(C)OC(=O)N1CC2CN(c3ccc4nnc(C(F)(F)F)n4n3)CC2C1, O=C(O)C(F)(F)F. Yields the product FC(F)(F)c1nnc2ccc(N3CC4CNCC4C3)nn12. RXN SMILES: [Cl:36][CH2:37][Cl:38].[F:8][C:9]([c:10]1[n:11][n:12][c:13]2[n:14]1[n:15][c:16]([N:19]1[CH2:20][CH:21]3[CH:22]([CH2:23]1)[CH2:24][N:25]([C:27]([O:28][C:29]([CH3:30])([CH3:31])[CH3:32])=[O:33])[CH2:26]3)[cH:17][cH:18]2)([F:34])[F:35].[OH:1][C:2]([C:3]([F:4])([F:5])[F:6])=[O:7]>>[F:8][C:9]([c:10]1[n:11][n:12][c:13]2[n:14]1[n:15][c:16]([N:19]1[CH2:20][CH:21]3[CH:22]([CH2:23]1)[CH2:24][NH:25][CH2:26]3)[cH:17][cH:18]2)([F:34])[F:35].